From a dataset of the Open Reaction Database (ORD), a public repository of structured organic reaction records. describe an organic reaction: reactants, conditions, products, and yield The reactants are C(C)(C)(C)OC(=O)N1CCC(CC1)C=1C=C2N3C(C(NN=C3COC2=CC1Br)=O)C (4-(7-bromo-4-methyl-3-oxo-2,3,4,10-tetrahydro-9-oxa-1,2,4a-triaza-phenanthren-6-yl)-piperidine-1-carboxylic acid tert-butyl ester), C(C)(C)(C)OC(=O)N1CCC(=CC1)B1OC(C(O1)(C)C)(C)C (4-(4,4,5,5-tetramethyl-[1,3,2]dioxaborolan-2-yl)-3,6-dihydro-2H-pyridine-1-carboxylic acid tert-butyl ester), C(=O)([O-])[O-].[K+].[K+] (K2CO3). Run in O1CCOCC1 (dioxane), O (water). Product: C(C)(C)(C)OC(=O)N1CCC(=CC1)C=1C=C2N3C(C(NN=C3COC2=CC1)=O)C (4-(4-methyl-3-oxo-2,3,4,10-tetrahydro-9-oxa-1,2,4a-triaza-phenanthren-6-yl)-3,6-dihydro-2H-pyridine-1-carboxylic acid tert-butyl ester). The yield is 87.4%. RXN SMILES: [C:1]([O:5][C:6]([N:8]1[CH2:13][CH2:12][CH:11]([C:14]2[CH:15]=[C:16]3[C:25](=[CH:26][C:27]=2Br)[O:24][CH2:23][C:22]2[N:17]3[CH:18]([CH3:30])[C:19](=[O:29])[NH:20][N:21]=2)[CH2:10][CH2:9]1)=[O:7])([CH3:4])([CH3:3])[CH3:2].C(OC(N1CC=C(B2OC(C)(C)C(C)(C)O2)CC1)=O)(C)(C)C.C([O-])([O-])=O.[K+].[K+]>O1CCOCC1.O>[C:1]([O:5][C:6]([N:8]1[CH2:9][CH:10]=[C:11]([C:14]2[CH:15]=[C:16]3[C:25](=[CH:26][CH:27]=2)[O:24][CH2:23][C:22]2[N:17]3[CH:18]([CH3:30])[C:19](=[O:29])[NH:20][N:21]=2)[CH2:12][CH2:13]1)=[O:7])([CH3:4])([CH3:2])[CH3:3] |f:2.3.4|. Reported procedure: A degassed mixture of 4-(7-bromo-4-methyl-3-oxo-2,3,4,10-tetrahydro-9-oxa-1,2,4a-triaza-phenanthren-6-yl)-piperidine-1-carboxylic acid tert-butyl ester (Preparation #1, Step D, 1.70 g, 5.74 mmol), 4-(4,4,5,5-tetramethyl-[1,3,2]dioxaborolan-2-yl)-3,6-dihydro-2H-pyridine-1-carboxylic acid tert-butyl ester (3.55 g, 11.48 mmol), [1,1′-bis(diphenylphosphino)ferrocene]dichloropalladium(II)dichloride dichloromethane complex (0.494 g, 0.675 mmol) and K2CO3 (1.58 g, 11.48 mmol) in dioxane (10 mL) and wat... The reactants are NC(=O)c1cc2n(c1)CCc1ccccc1C2=O, O=N[O-], [Na+], O, O=S(=O)(O)O. The product is O=C(O)c1cc2n(c1)CCc1ccccc1C2=O. As a reaction SMILES: [C:1]([NH2:2])(=[O:3])[c:4]1[cH:5][c:6]2[n:12]([cH:13]1)[CH2:11][CH2:10][c:9]1[c:8]([cH:17][cH:16][cH:15][cH:14]1)[C:7]2=[O:18].[N:24]([O-:25])=[O:26].[Na+:27].[OH2:28].[S:19]([OH:20])(=[O:21])(=[O:22])[OH:23]>>[C:1](=[O:3])([c:4]1[cH:5][c:6]2[n:12]([cH:13]1)[CH2:11][CH2:10][c:9]1[c:8]([cH:17][cH:16][cH:15][cH:14]1)[C:7]2=[O:18])[OH:20]. Starting materials: FC(OC1=CC=C(N)C=C1)(F)F (p-trifluoromethoxyaniline), Cl (HCl), stannous chloride, Cl (HCl), N(=O)[O-].[Na+] (sodium nitrite), ice. The reagents and catalysts are O (water). Run in O (H2O). Reaction conditions: temperature -5 celsius, time 15 minute. Yields the product Cl.FC(OC1=CC=C(C=C1)NN)(F)F (4-Trifluoromethoxyphenylhydrazine Hydrochloride), hydrochloride salt. RXN SMILES: [F:1][C:2]([F:12])([F:11])[O:3][C:4]1[CH:10]=[CH:9][C:7]([NH2:8])=[CH:6][CH:5]=1.[N:13]([O-])=O.[Na+].[ClH:17]>O>[ClH:17].[F:1][C:2]([F:11])([F:12])[O:3][C:4]1[CH:10]=[CH:9][C:7]([NH:8][NH2:13])=[CH:6][CH:5]=1 |f:1.2,5.6|. Procedure: A suspension of p-trifluoromethoxyaniline (5.0 g, 28 mmol) in 33 mL of concentrated HCl was diazotized at 0°-10° C. with a solution of sodium nitrite (2.0 g, 29 mmol) in H2O (17 mL). After stirring for 15 minutes at -5° C., the turbid solution was made clear by the addition of a few drops of water. A solution of stannous chloride (12.6 g, 56 mmol) in concentrated HCl (11 mL) was added in one portion. The mixture was stirred for 3 hours (with the ice bath removed after 1 hour), basified with 50% ...